Dataset: the Open Reaction Database (ORD), a public repository of structured organic reaction records. Task: describe an organic reaction: reactants, conditions, products, and yield The reactants are C[Si](C)(C)Cl (trimethylsilyl chloride), BrC1=CC=C2C3(C(NC2=C1)=O)CCC(CC3)(OCCCl)OCCCl (6′-bromo-4,4-bis(2-chloroethoxy)spiro[cyclohexane-1,3′-indolin]-2′-one), N1CCOCC1 (morpholine), [I-].[Na+] (sodium iodide). The reagents and catalysts are [BH4-].[Zn+2].[BH4-] (zinc borohydride). Run in O (water), C(O)([O-])=O.[Na+] (sodium hydrogen carbonate), C(O)([O-])=O.[Na+] (sodium hydrogen carbonate), C(C)(=O)OCC (ethyl acetate), ClCCl (dichloromethane), CN(C)C=O (N,N′-dimethylformamide). Run at time 8 hour. The product is BrC1=CC=C2C3(C(NC2=C1)=O)CCC(CC3)OCCN3CCOCC3 (6′-bromo-4-(2-morpholinoethoxy)spiro[cyclohexane-1,3′-indolin]-2′-one). The yield is 27.0%. RXN SMILES: [Br:1][C:2]1[CH:10]=[C:9]2[C:5]([C:6]3([CH2:16][CH2:15][C:14](OCCCl)([O:17][CH2:18][CH2:19]Cl)[CH2:13][CH2:12]3)[C:7](=[O:11])[NH:8]2)=[CH:4][CH:3]=1.C[Si](Cl)(C)C.[NH:30]1[CH2:35][CH2:34][O:33][CH2:32][CH2:31]1.[I-].[Na+]>ClCCl.CN(C=O)C.O.C(=O)([O-])O.[Na+].[BH4-].[Zn+2].[BH4-].C(OCC)(=O)C>[Br:1][C:2]1[CH:10]=[C:9]2[C:5]([C:6]3([CH2:12][CH2:13][CH:14]([O:17][CH2:18][CH2:19][N:30]4[CH2:35][CH2:34][O:33][CH2:32][CH2:31]4)[CH2:15][CH2:16]3)[C:7](=[O:11])[NH:8]2)=[CH:4][CH:3]=1 |f:3.4,8.9,10.11.12|. Procedure details: A solution of zinc borohydride (0.25 M in diethyl ether, 3.48 mL, 0.87 mmol) was added dropwise over a 5 minute period to a stirred, cooled (ice-bath) suspension of 6′-bromo-4,4-bis(2-chloroethoxy)spiro[cyclohexane-1,3′-indolin]-2′-one (preparation 27a, 0.81 g, 1.9 mmol) in dichloromethane (5 mL). Subsequently, trimethylsilyl chloride (0.46 mL, 3.64 mmol) was added dropwise and the mixture was warmed to room temperature and stirred overnight. Saturated aqueous sodium hydrogen carbonate solution ... Reactants: COc1ccc(CN(C(=O)OC(C)(C)C)c2ccc(C(=O)c3c[nH]c4ncc(Cl)cc34)cn2)cn1, O=C([O-])[O-], ClCCl, [K+], [K+], O=C(O)C(F)(F)F. Yields the product COc1ccc(CNc2ccc(C(=O)c3c[nH]c4ncc(Cl)cc34)cn2)cn1. As a reaction SMILES: [C:1]([O:2][C:3](=[O:4])[N:7]([CH2:8][c:9]1[cH:10][n:11][c:12]([O:15][CH3:16])[cH:13][cH:14]1)[c:17]1[n:18][cH:19][c:20]([C:23](=[O:24])[c:25]2[cH:26][nH:27][c:28]3[n:29][cH:30][c:31]([Cl:34])[cH:32][c:33]23)[cH:21][cH:22]1)([CH3:5])([CH3:6])[CH3:35].[C:43](=[O:44])([O-:45])[O-:46].[Cl:49][CH2:50][Cl:51].[K+:47].[K+:48].[OH:36][C:37]([C:38]([F:39])([F:40])[F:41])=[O:42]>>[NH:7]([CH2:8][c:9]1[cH:10][n:11][c:12]([O:15][CH3:16])[cH:13][cH:14]1)[c:17]1[n:18][cH:19][c:20]([C:23](=[O:24])[c:25]2[cH:26][nH:27][c:28]3[n:29][cH:30][c:31]([Cl:34])[cH:32][c:33]23)[cH:21][cH:22]1. Reaction SMILES: [C:1]([c:2]1[cH:3][cH:4][cH:5][cH:6][cH:7]1)(=[O:8])[O:9][CH:10]1[CH:11]([O:25][CH3:26])[O:12][CH:13]([CH2:16][O:17][CH2:18][c:19]2[cH:20][cH:21][cH:22][cH:23][cH:24]2)[CH:14]1[F:15].[OH2:27]>>[C:1]([c:2]1[cH:3][cH:4][cH:5][cH:6][cH:7]1)(=[O:8])[O:9][CH:10]1[CH:11]([O:25][CH3:26])[O:12][CH:13]([CH2:16][OH:17])[CH:14]1[F:15]. The reactants are COC1OC(COCc2ccccc2)C(F)C1OC(=O)c1ccccc1, O. Yields the product COC1OC(CO)C(F)C1OC(=O)c1ccccc1. The reactants are Cc1ccnn1C(=O)OC(C)(C)C, O=C(OOC(=O)c1ccccc1)c1ccccc1, ClC(Cl)(Cl)Cl, O=C1CCC(=O)N1Br. The product is CC(C)(C)OC(=O)n1nccc1CBr. Reaction SMILES: [C:1]([CH3:2])([CH3:3])([CH3:4])[O:5][C:6](=[O:7])[n:8]1[n:9][cH:10][cH:11][c:12]1[CH3:13].[C:22]([O:23][O:24][C:25](=[O:26])[c:27]1[cH:28][cH:29][cH:30][cH:31][cH:32]1)(=[O:33])[c:34]1[cH:35][cH:36][cH:37][cH:38][cH:39]1.[Cl:40][C:41]([Cl:42])([Cl:43])[Cl:44].[O:14]=[C:15]1[N:16]([Br:21])[C:17](=[O:18])[CH2:19][CH2:20]1>>[C:1]([CH3:2])([CH3:3])([CH3:4])[O:5][C:6](=[O:7])[n:8]1[n:9][cH:10][cH:11][c:12]1[CH2:13][Br:21]. The reactants are C(C)(C)(C)OC(=O)N[C@H]1C=C[C@H](C1)COS(=O)(=O)C (cis-methanesulfonic acid 4-tert-butoxycarbonylamino-cyclopent-2-enylmethyl ester), [Li+].[Br-] (LiBr). Solvent: CC(=O)C (acetone). The product is C(C)(C)(C)OC(N[C@@H]1C=C[C@@H](C1)CBr)=O (cis-(4bromomethyl-cyclopent-2-enyl)-carbamic acid tert-butyl ester). Isolated yield 93.9%. RXN SMILES: [C:1]([O:5][C:6]([NH:8][C@@H:9]1[CH2:13][C@H:12]([CH2:14]OS(C)(=O)=O)[CH:11]=[CH:10]1)=[O:7])([CH3:4])([CH3:3])[CH3:2].[Li+].[Br-:21]>CC(C)=O>[C:1]([O:5][C:6](=[O:7])[NH:8][C@H:9]1[CH2:13][C@@H:12]([CH2:14][Br:21])[CH:11]=[CH:10]1)([CH3:4])([CH3:3])[CH3:2] |f:1.2|. Procedure details: A mixture of cis-methanesulfonic acid 4-tert-butoxycarbonylamino-cyclopent-2-enylmethyl ester (2.51 g, 8.6 mmol) and LiBr (2.24 g, 25.8 mmol) in dry acetone (20 mL) was refluxed overnight. The reaction mixture was allowed to cool to room temperature, filtered and concentrated. The residue was dissolved in CH2Cl2 and washed with water, dried and concentrated under reduced pressure to give of cis-(4bromomethyl-cyclopent-2-enyl)-carbamic acid tert-butyl ester (2.23 g, 94%). Reactants: COC(C1=CC(=CC=C1)C1=NC=NC(=C1)NC)=O (3-[6-methylamino-pyrimidin-4-yl]-benzoic acid methyl ester), ClC1=CC(=NC=N1)C=1C=C(C(=O)O)C=CC1 (3-(6-Chloro-pyrimidin-4-yl)-benzoic acid). Solvent: CN (methylamine). Reaction conditions: temperature 50 celsius, time 36 hour. The product is C(C)(C)(C)OC(CC(=O)C1=CC(=CC=C1)C1=NC=NC(=C1)NC)=O (3-[3-(6-Methylamino-pyrimidin-4-yl)-phenyl]-3-oxo-propionic acid tert-butyl ester), methyl ester. As a reaction SMILES: CO[C:3](=[O:18])[C:4]1[CH:9]=[CH:8][CH:7]=[C:6]([C:10]2[CH:15]=[C:14]([NH:16][CH3:17])[N:13]=[CH:12][N:11]=2)[CH:5]=1.ClC1N=CN=C(C2C=[C:28](C=CC=2)[C:29]([OH:31])=[O:30])C=1>CN>[C:4]([O:31][C:29](=[O:30])[CH2:28][C:3]([C:4]1[CH:9]=[CH:8][CH:7]=[C:6]([C:10]2[CH:15]=[C:14]([NH:16][CH3:17])[N:13]=[CH:12][N:11]=2)[CH:5]=1)=[O:18])([CH3:9])([CH3:5])[CH3:3]. Procedure details: The title compound was prepared from 3-[6-methylamino-pyrimidin-4-yl]-benzoic acid methyl ester [prepared by the following procedure: 3-(6-Chloro-pyrimidin-4-yl)-benzoic acid (1.49 g, 6 mmol) was heated in 40% aqueous methylamine (5 ml) to 80° C. for 14 h. The mixture was evaporated in vacuum and the residual oil was stirred in 1N HCl-MeOH (10 ml) for 36 h at 50° C. The crude product was purified by chromatography (silica gel, AcOEt) to give the methyl ester as yellow solid (0.62 g).] (0.60 g, 2...